Dataset: the Open Reaction Database (ORD), a public repository of structured organic reaction records. Task: describe an organic reaction: reactants, conditions, products, and yield Product: C(CCC)N1C(C[C@H](CC\C(=C(\CC1CCC)/C)\C)C)=O ((4S,E)-1-butyl-4,7,8-trimethyl-10-propyl-3,4,5,6,9,10-hexahydroazecin-2(1H)-one). As a reaction SMILES: [CH3:1][C:2]1([C:10]([CH3:12])=[CH2:11])[CH2:7][CH2:6][CH:5]([CH3:8])[CH2:4][C:3]1=[O:9].[CH:13](=[N:17][CH2:18][CH2:19][CH2:20][CH3:21])[CH2:14][CH2:15][CH3:16].Cl[Sn](Cl)(Cl)Cl>ClCCCl>[CH2:13]([N:17]1[CH:18]([CH2:19][CH2:20][CH3:21])[CH2:12][C:10]([CH3:11])=[C:2]([CH3:1])[CH2:7][CH2:6][C@H:5]([CH3:8])[CH2:4][C:3]1=[O:9])[CH2:14][CH2:15][CH3:16]. Reactants: CC1(C(CC(CC1)C)=O)C(=C)C (2,5-dimethyl-2-(prop-1-en-2-yl)cyclohexanone), C(CCC)=NCCCC (N-butylidenebutan-1-amine), Cl[Sn](Cl)(Cl)Cl (SnCl4). The solvent is ClCCCl (1,2-dichloroethane). Reported procedure: Following the general procedure as described in Example 17, 2,5-dimethyl-2-(prop-1-en-2-yl)cyclohexanone (1.06 g, 6.38 mmol), N-butylidenebutan-1-amine (0.97 g, 7.65 mmol), and SnCl4 (1.66 g, 6.38 mmol) in 1,2-dichloroethane (65 ml) were reacted to give the title product as a colorless liquid (1.28 g, 76% yield). 3 isomers in a ratio of 1:2:8. The yield is 68.4%. Reactants: aqueous solution, [Li+].[OH-] (LiOH), C1CCOC1 (THF), ClC1=CC(=C(C=C1)C1=CC=C(C=C1)NC(=O)C1=C(C=C(C=C1)C(F)(F)F)C=1C=CC(=NC1)C(=O)NCCC(=O)OCC)C (ethyl 3-(5-(2-((4′-chloro-2′-methyl-[1,1′-biphenyl]-4-yl)carbamoyl)-5-(trifluoromethyl)phenyl)picolinamido)propanoate), Cl (HCl). The solvent is CO (MeOH), CCOC(=O)C (EtOAc), O (water). Yields the product ClC1=CC(=C(C=C1)C1=CC=C(C=C1)NC(=O)C1=C(C=C(C=C1)C(F)(F)F)C=1C=CC(=NC1)C(=O)NCCC(=O)O)C (3-(5-(2-((4′-chloro-2′-methyl-[1,1′-biphenyl]-4-yl)carbamoyl)-5-(trifluoromethyl)phenyl)picolinamido)propanoic acid). As a reaction SMILES: [Li+].[OH-].C1COCC1.[Cl:8][C:9]1[CH:14]=[CH:13][C:12]([C:15]2[CH:20]=[CH:19][C:18]([NH:21][C:22]([C:24]3[CH:29]=[CH:28][C:27]([C:30]([F:33])([F:32])[F:31])=[CH:26][C:25]=3[C:34]3[CH:35]=[CH:36][C:37]([C:40]([NH:42][CH2:43][CH2:44][C:45]([O:47]CC)=[O:46])=[O:41])=[N:38][CH:39]=3)=[O:23])=[CH:17][CH:16]=2)=[C:11]([CH3:50])[CH:10]=1.Cl>CCOC(C)=O.O.CO>[Cl:8][C:9]1[CH:14]=[CH:13][C:12]([C:15]2[CH:20]=[CH:19][C:18]([NH:21][C:22]([C:24]3[CH:29]=[CH:28][C:27]([C:30]([F:32])([F:31])[F:33])=[CH:26][C:25]=3[C:34]3[CH:35]=[CH:36][C:37]([C:40]([NH:42][CH2:43][CH2:44][C:45]([OH:47])=[O:46])=[O:41])=[N:38][CH:39]=3)=[O:23])=[CH:17][CH:16]=2)=[C:11]([CH3:50])[CH:10]=1 |f:0.1|. Procedure details: A 1M aqueous solution of LiOH (1.0 mL, 1.0 mmol) was added to a THF (2.0 mL) and MeOH (0.5 mL) solution of ethyl 3-(5-(2-((4′-chloro-2′-methyl-[1,1′-biphenyl]-4-yl)carbamoyl)-5-(trifluoromethyl)phenyl)picolinamido)propanoate (85 mg, 0.14 mmol) and the resulting mixture was stirred at room temperature. After 1 h the resulting mixture was neutralized with 2M aqueous HCl, diluted with EtOAc and water and the layers were separated. The aqueous layer was extracted with EtOAc and the combined extracts... Starting materials: N1(C=NC=C1)C1=CC=C(C=C1)C=1C=C(C(NC1C)=O)C#N (1,2-dihydro-5-[4-(1H-imidazol-1-yl)phenyl]-6-methyl-2-oxo-3-pyridinecarbonitrile), S(O)(O)(=O)=O (sulfuric acid), N (ammonia). Solvent: ice. Product: N1(C=NC=C1)C1=CC=C(C=C1)C=1C=CC(NC1C)=O (5-[4-(1H-imidazol-1-yl)phenyl]-6-methyl-2(1H)-pyridinone). Isolated yield 50.4%. Reaction SMILES: [N:1]1([C:6]2[CH:11]=[CH:10][C:9]([C:12]3[CH:13]=[C:14](C#N)[C:15](=[O:19])[NH:16][C:17]=3[CH3:18])=[CH:8][CH:7]=2)[CH:5]=[CH:4][N:3]=[CH:2]1.S(=O)(=O)(O)O.N>>[N:1]1([C:6]2[CH:7]=[CH:8][C:9]([C:12]3[CH:13]=[CH:14][C:15](=[O:19])[NH:16][C:17]=3[CH3:18])=[CH:10][CH:11]=2)[CH:5]=[CH:4][N:3]=[CH:2]1. Procedure: A solution of 1,2-dihydro-5-[4-(1H-imidazol-1-yl)phenyl]-6-methyl-2-oxo-3-pyridinecarbonitrile 21.8 g) in 110 ml of 85% (w/w) sulfuric acid is heated at 205° C. for 19 hours. The reaction mixture is cooled to room temperature, poured into 600 ml of ice, and the resulting solution adjusted to pH 8 with concentrated ammonia. The precipitate is collected and recrystallized from dimethylformamide to give 10.0 g of 5-[4-(1H-imidazol-1-yl)phenyl]-6-methyl-2(1H)-pyridinone, mp 310°-314° C. Starting materials: FC1=CC=C(OCC(CC=C)O)C=C1 (5-(4-fluorophenoxy)-1-penten-4-ol), CCCCCC (hexane), C(C1=CC=CC=C1)Br (benzyl bromide), [H-].[Na+] (sodium hydride). The solvent is ice water, CN(C=O)C (dimethylformamide), CN(C=O)C (dimethylformamide), CN(C=O)C (dimethylformamide). Run at temperature 25 celsius, time 16 hour. Yields the product C(C1=CC=CC=C1)OC(CC=C)COC1=CC=C(C=C1)F (4-Benzyloxy-5-(4-fluorophenoxy)-1-pentene). Reaction SMILES: [F:1][C:2]1[CH:14]=[CH:13][C:5]([O:6][CH2:7][CH:8]([OH:12])[CH2:9][CH:10]=[CH2:11])=[CH:4][CH:3]=1.CCCCCC.[H-].[Na+].[CH2:23](Br)[C:24]1[CH:29]=[CH:28][CH:27]=[CH:26][CH:25]=1>CN(C)C=O>[CH2:23]([O:12][CH:8]([CH2:7][O:6][C:5]1[CH:13]=[CH:14][C:2]([F:1])=[CH:3][CH:4]=1)[CH2:9][CH:10]=[CH2:11])[C:24]1[CH:29]=[CH:28][CH:27]=[CH:26][CH:25]=1 |f:2.3|. Procedure details: A solution of 5-(4-fluorophenoxy)-1-penten-4-ol (9.81 g., 0.05 mole) in dry dimethylformamide (15 ml.) is added dropwise to a stirred suspension of hexane (2 × 10 ml.)--prewashed sodium hydride (50% dispersion in mineral oil, 2.64 g., 0.055 mole) in dry dimethylformamide (45 ml.) at 25° C. Upon cessation of gas evolution, the reaction mixture is cooled to 0°-5° C. and treated with a solution of benzyl bromide (10.3 g., 0.06 mole) in dry dimethylformamide (10 ml.). The resulting mixture is stirre... Starting materials: BrCC1Cc2cccc3c2C(CCC3)C1, [C-]#N, CS(C)=O, [Na+], O. Yields the product N#CCC1Cc2cccc3c2C(CCC3)C1. Reaction SMILES: [Br:1][CH2:2][CH:3]1[CH2:4][c:5]2[cH:6][cH:7][cH:8][c:9]3[c:15]2[CH:13]([CH2:12][CH2:11][CH2:10]3)[CH2:14]1.[C-:16]#[N:17].[CH3:20][S:21]([CH3:22])=[O:23].[Na+:18].[OH2:19]>>[CH2:2]([CH:3]1[CH2:4][c:5]2[cH:6][cH:7][cH:8][c:9]3[c:15]2[CH:13]([CH2:12][CH2:11][CH2:10]3)[CH2:14]1)[C:16]#[N:17].